This data is from the Open Reaction Database (ORD), a public repository of structured organic reaction records. The task is: describe an organic reaction: reactants, conditions, products, and yield Reactants: [C-]#[C-].[Li+].[Li+] (lithium acetylide), O1CCOCC1 (dioxane), ClCCCCC(C)=O (1-chloro-5-hexanone), O (water). Product: ClCCCCC(C#C)(C)O (1-Chloro-5-hydroxy-5-methyl-6-heptyne). Reaction SMILES: [C-:1]#[C-:2].[Li+].[Li+].[Cl:5][CH2:6][CH2:7][CH2:8][CH2:9]C(=O)C.O.[O:14]1[CH2:19][CH2:18]OCC1>>[Cl:5][CH2:6][CH2:7][CH2:8][CH2:9][C:19]([OH:14])([CH3:18])[C:1]#[CH:2] |f:0.1.2|. Procedure: 200 g (2.17 mol) of lithium acetylide in the form of the ethylenediamine complex were suspended in 800 ml of dry dioxane and, while stirring vigorously and cooling in ice, 269.2 g (2.0 mol) of 1-chloro-5-hexanone were rapidly added dropwise, during which the temperature rose to 48° C. The exothermic reaction was allowed to subside while stirring for 3 hours without further external cooling, 500 ml of water were cautiously added, the mixture was filtered, most of the dioxane was distilled off und... The reactants are COCC1C(OC1=O)CCCCC(CC(C)O)C (8-(3-methoxymethyl-4-oxo-2-oxetanyl)-4-methyl-2-octanol), CI (methyl iodide). Reagents/catalysts: [Ag]=O (silver oxide). The solvent is CCOC(=O)C (EtOAc). Run at temperature 60 celsius. The product is COCC1C(OC1=O)CCCCC(CC(C)OC)C (8-(3-methoxymethyl-4-oxo-2-oxetanyl)-4-methyl-2-methoxyoctane). Reaction SMILES: [CH3:1][O:2][CH2:3][CH:4]1[C:7](=[O:8])[O:6][CH:5]1[CH2:9][CH2:10][CH2:11][CH2:12][CH:13]([CH3:18])[CH2:14][CH:15]([OH:17])[CH3:16].[CH3:19]I>CCOC(C)=O.[Ag]=O>[CH3:1][O:2][CH2:3][CH:4]1[C:7](=[O:8])[O:6][CH:5]1[CH2:9][CH2:10][CH2:11][CH2:12][CH:13]([CH3:18])[CH2:14][CH:15]([O:17][CH3:19])[CH3:16]. Procedure details: 10 mg of 8-(3-methoxymethyl-4-oxo-2-oxetanyl)-4-methyl-2-octanol in 1 ml of EtOAc was added a small amount of activated silver oxide and 0.5 ml of methyl iodide. The mixture was heated for 5.5 hours at N 60° C. The solution was filtered and the filtrate was concentrated to dryness. The product was purified by flash chromatography to yield 8-(3-methoxymethyl-4-oxo-2-oxetanyl)-4-methyl-2-methoxyoctane. ##STR22##